This data is from the Open Reaction Database (ORD), a public repository of structured organic reaction records. The task is: describe an organic reaction: reactants, conditions, products, and yield The reactants are N1(CCNCCC1)CCO (2-(1,4-diazepan-1-yl)ethan-1-ol), O1C(=CC2=C1C=CC=C2)C2=C(C=CC=C2)C2=C(C(=NN2C)C(=O)O)C (5-(3-benzofuran-2-yl-phenyl)-1,4-dimethyl-1H-pyrazole-3-carboxylic acid), C1CCC(CC1)N=C=NC2CCCCC2 (DCC). Run in C(Cl)Cl (CH2Cl2), C(Cl)Cl (CH2Cl2). The product is O1C(=CC2=C1C=CC=C2)C2=C(C=CC=C2)C2=C(C(=NN2C)C(=O)N2CCN(CCC2)CCO)C ([5-(3-benzofuran-2-yl-phenyl)-1,4-dimethyl-1H-pyrazol-3-yl]-[4-(2-hydroxy-ethyl)-[1,4]diazepan-1-yl]-methanone). Yield: 40.0%. Reaction SMILES: [O:1]1[C:5]2[CH:6]=[CH:7][CH:8]=[CH:9][C:4]=2[CH:3]=[C:2]1[C:10]1[CH:15]=[CH:14][CH:13]=[CH:12][C:11]=1[C:16]1[N:20]([CH3:21])[N:19]=[C:18]([C:22]([OH:24])=O)[C:17]=1[CH3:25].[N:26]1([CH2:33][CH2:34][OH:35])[CH2:32][CH2:31][CH2:30][NH:29][CH2:28][CH2:27]1.C1CCC(N=C=NC2CCCCC2)CC1>C(Cl)Cl>[O:1]1[C:5]2[CH:6]=[CH:7][CH:8]=[CH:9][C:4]=2[CH:3]=[C:2]1[C:10]1[CH:15]=[CH:14][CH:13]=[CH:12][C:11]=1[C:16]1[N:20]([CH3:21])[N:19]=[C:18]([C:22]([N:29]2[CH2:30][CH2:31][CH2:32][N:26]([CH2:33][CH2:34][OH:35])[CH2:27][CH2:28]2)=[O:24])[C:17]=1[CH3:25]. Procedure: To a suspension of 0.060 g (0.18 mmol) of 5-(3-benzofuran-2-yl-phenyl)-1,4-dimethyl-1H-pyrazole-3-carboxylic acid in 2 ml of CH2Cl2 was added 0.031 g (0.22 mmol) of 2-(1,4-diazepan-1-yl)ethan-1-ol, diluted in 1.7 ml of CH2Cl2. This solution was treated at 0° C. with 0.048 g (0.23 mmol) of DCC. The reaction was allowed to warm up over night to RT, then partitioned between aqueous saturated NaHCO3/EtOAc (3×). The organic phases were washed with aqueous saturated NaHCO3, dried (Na2SO4) and evaporat... Reactants: C(C)(=O)OCC (Ethyl acetate), ClC=1C=C(C=CC1F)NC1=C(C=NC2=CC(=C(C=C12)NC(C=CCBr)=O)OC)C#N (4-bromo-but-2-enoic acid[4-(3-chloro-4-fluoro-phenylamino)-3-cyano-7-methoxy-quinolin-6-yl]-amide), Cl.CNOC (N,O-Dimethylhydroxylamine hydrochloride), C([O-])(O)=O.[Na+] (sodium bicarbonate). The solvent is CN(C)C=O (DMF). Reaction conditions: time 24 hour. The product is ClC=1C=C(C=CC1F)NC1=C(C=NC2=CC(=C(C=C12)NC(C=CCN(C)OC)=O)OC)C#N (4-(Methoxy-methyl-amino)-but-2-enoic Acid[4-(3-chloro-4-fluoro-phenylamino)-3-cyano-7-methoxy-quinolin-6-yl]-amide). The yield is 50.7%. Reaction SMILES: [Cl:1][C:2]1[CH:3]=[C:4]([NH:9][C:10]2[C:19]3[C:14](=[CH:15][C:16]([O:27][CH3:28])=[C:17]([NH:20][C:21](=[O:26])[CH:22]=[CH:23][CH2:24]Br)[CH:18]=3)[N:13]=[CH:12][C:11]=2[C:29]#[N:30])[CH:5]=[CH:6][C:7]=1[F:8].Cl.[CH3:32][NH:33][O:34][CH3:35].C(=O)(O)[O-].[Na+].C(OCC)(=O)C>CN(C=O)C>[Cl:1][C:2]1[CH:3]=[C:4]([NH:9][C:10]2[C:19]3[C:14](=[CH:15][C:16]([O:27][CH3:28])=[C:17]([NH:20][C:21](=[O:26])[CH:22]=[CH:23][CH2:24][N:33]([O:34][CH3:35])[CH3:32])[CH:18]=3)[N:13]=[CH:12][C:11]=2[C:29]#[N:30])[CH:5]=[CH:6][C:7]=1[F:8] |f:1.2,3.4|. Procedure details: A mixture of 1 g of the 4-bromo-but-2-enoic acid[4-(3-chloro-4-fluoro-phenylamino)-3-cyano-7-methoxy-quinolin-6-yl]-amide (2.04 mmol, 1 equiv.), 1.2 g of N,O-Dimethylhydroxylamine hydrochloride (12.25 mmol, 9 equiv.), and 1.5 g of sodium bicarbonate (18.38 mmol, 9 equiv.) in DMF (10 ml) was stirred at room temperature for 24 hours. Ethyl acetate was added to the reaction mixture, and the crude product was filtered. After flash chromatography (ethyl acetate:methanol:triethylamine 40:4:1), 0.486 g... Reactants: CCOC(=O)Cc1csc(NC(=O)C(=O)OCC)n1, C1CCOC1, [Li+], [OH-]. The product is CCOC(=O)Cc1csc(NC(=O)C(=O)O)n1. RXN SMILES: [CH2:1]([CH3:2])[O:3][C:4]([C:5](=[O:6])[NH:7][c:8]1[s:9][cH:10][c:11]([CH2:13][C:14](=[O:15])[O:16][CH2:17][CH3:18])[n:12]1)=[O:19].[CH2:22]1[O:23][CH2:24][CH2:25][CH2:26]1.[Li+:20].[OH-:21]>>[O:3]=[C:4]([C:5](=[O:6])[NH:7][c:8]1[s:9][cH:10][c:11]([CH2:13][C:14](=[O:15])[O:16][CH2:17][CH3:18])[n:12]1)[OH:19]. RXN SMILES: [SH:1][C:2]1[NH:3][C:4]2[CH:10]=[C:9]([C:11]([OH:13])=[O:12])[CH:8]=[CH:7][C:5]=2[N:6]=1.[C:14]([C:17]1[CH:27]=[CH:26][C:20]([O:21][CH2:22][CH2:23][CH2:24]Br)=[C:19]([CH2:28][CH2:29][CH3:30])[C:18]=1[OH:31])(=[O:16])[CH3:15].[OH-].[K+].Cl>C(O)C>[C:14]([C:17]1[CH:27]=[CH:26][C:20]([O:21][CH2:22][CH2:23][CH2:24][S:1][C:2]2[NH:3][C:4]3[CH:10]=[C:9]([C:11]([OH:13])=[O:12])[CH:8]=[CH:7][C:5]=3[N:6]=2)=[C:19]([CH2:28][CH2:29][CH3:30])[C:18]=1[OH:31])(=[O:16])[CH3:15] |f:2.3|. Run in C(C)O (ethanol). The yield is 110.3%. Reported procedure: A mixture of 2-mercaptobenzimidazole-5-carboxylic acid (3.25 g), 3-(4-acetyl-3-hydroxy-2-propylphenoxy)propylbromide (2.00 g) and potassium hydroxide (1.27 g) in ethanol (30 ml) was refluxed for 4 hours. Then, the reacting mixture was poured into ice-water, made acidic with concentrated hydrochloric acid and extracted with ethyl acetate. The organic layer was dried over anhydrous sodium sulfate and then evaporated. The resulting residue was purified by silica gel column chromatography, eluting w... The reactants are ice water, SC=1NC2=C(N1)C=CC(=C2)C(=O)O (2-mercaptobenzimidazole-5-carboxylic acid), C(C)(=O)C1=C(C(=C(OCCCBr)C=C1)CCC)O (3-(4-acetyl-3-hydroxy-2-propylphenoxy)propylbromide), [OH-].[K+] (potassium hydroxide), Cl (hydrochloric acid). Yields the product C(C)(=O)C1=C(C(=C(OCCCSC=2NC3=C(N2)C=CC(=C3)C(=O)O)C=C1)CCC)O (2-[3-(4-Acetyl-3-hydroxy-2-propylphenoxy)propyl-thio]benzimidazole-5-carboxylic acid).